The task is: describe an organic reaction: reactants, conditions, products, and yield. This data is from the Open Reaction Database (ORD), a public repository of structured organic reaction records. Reactants: C(C)(=O)OCC (Ethyl acetate), O.C([O-])(O)=O.[Na+] (sodium bicarbonate water), NN (Hydrazine), ClCCCC(C(=O)OCC)(C1=CC=C(C=C1)F)C#N (ethyl 5-chloro-2-cyano-2-(4-fluorophenyl)pentanoate). Run in C(C)O (ethanol). Reaction conditions: time 40 minute. The product is crude product, ClCCCC(C(=O)NN)(C1=CC=C(C=C1)F)C#N (5-chloro-2-cyano-2-(4-fluorophenyl)pentanoic acid hydrazide). Reaction SMILES: [NH2:1][NH2:2].[Cl:3][CH2:4][CH2:5][CH2:6][C:7]([C:20]#[N:21])([C:13]1[CH:18]=[CH:17][C:16]([F:19])=[CH:15][CH:14]=1)[C:8](OCC)=[O:9].C(OCC)(=O)C.O.C(=O)(O)[O-].[Na+]>C(O)C>[Cl:3][CH2:4][CH2:5][CH2:6][C:7]([C:20]#[N:21])([C:13]1[CH:18]=[CH:17][C:16]([F:19])=[CH:15][CH:14]=1)[C:8]([NH:1][NH2:2])=[O:9] |f:3.4.5|. Procedure: Hydrazine (340 mg) was added to a solution of ethyl 5-chloro-2-cyano-2-(4-fluorophenyl)pentanoate (300 mg) in ethanol (3 mL), and the reaction solution was stirred at room temperature for 40 minutes. Ethyl acetate and saturated sodium bicarbonate water were added to the reaction solution, and the organic layer was separated. The resulting organic layer was filtered through a silica gel, and the filtrate was concentrated under reduced pressure to obtain a crude product of 5-chloro-2-cyano-2-(4-fl... Starting materials: ClC1=NC=2N(C(=C1)Cl)N=CC2 (5,7-Dichloro-pyrazolo[1,5-a]pyrimidine), N1CCOCC1 (morpholine). The solvent is O1CCOCC1 (1,4-dioxane). Conditions: time 30 minute. Product: ClC1=NC=2N(C(=C1)N1CCOCC1)N=CC2 (5-Chloro-7-morpholin-4-yl-pyrazolo[1,5-a]pyrimidine). Yield: 91.0%. RXN SMILES: [Cl:1][C:2]1[CH:7]=[C:6](Cl)[N:5]2[N:9]=[CH:10][CH:11]=[C:4]2[N:3]=1.[NH:12]1[CH2:17][CH2:16][O:15][CH2:14][CH2:13]1>O1CCOCC1>[Cl:1][C:2]1[CH:7]=[C:6]([N:12]2[CH2:17][CH2:16][O:15][CH2:14][CH2:13]2)[N:5]2[N:9]=[CH:10][CH:11]=[C:4]2[N:3]=1. Procedure: 5,7-Dichloro-pyrazolo[1,5-a]pyrimidine (400 mg, 2.13 mM) was dissolved in 1,4-dioxane (8 mL), then morpholine (372 μL, 4.26 mM) was added to the solution and the mixture was stirred at room temperature for 30 minutes. The solvent was distilled off from the reaction mixture, the resulting residue was diluted with water and extracted with methylene chloride. The extracts thus obtained were combined, dried over anhydrous sodium sulfate and the solvent was then distilled off to give the title compou...